From a dataset of the Open Reaction Database (ORD), a public repository of structured organic reaction records. describe an organic reaction: reactants, conditions, products, and yield Solvent: CN(C=O)C (dimethylformamide), CN(C=O)C (dimethylformamide). Yield: 104.5%. Starting materials: C(#N)C(C(=O)OCC)C1=C(C(=CC=C1)OC1=C(C=CC=C1)C)OC (ethyl 2-cyano-2-[2-methoxy-3-(o-tolyloxy)phenyl]acetate), C(CCCCCC)Br (n-heptyl bromide), [H-].[Na+] (sodium hydride). The product is C(#N)C(C(=O)OCC)(CCCCCCC)C1=C(C(=CC=C1)OC1=C(C=CC=C1)C)OC (ethyl 2-cyano-2-[2-methoxy-3-(o-tolyloxy)phenyl]-n-nonanate). Procedure: A suspension of sodium hydride (65%, 600 mg) in dimethylformamide (30 ml), a solution of ethyl 2-cyano-2-[2-methoxy-3-(o-tolyloxy)phenyl]acetate (5 g) in dimethylformamide (10 ml) and n-heptyl bromide (4.1 g) were treated in a similar manner to that of Example 25-(1) to give oily ethyl 2-cyano-2-[2-methoxy-3-(o-tolyloxy)phenyl]-n-nonanate (6.8 g). As a reaction SMILES: [H-].[Na+].[C:3]([CH:5]([C:11]1[CH:16]=[CH:15][CH:14]=[C:13]([O:17][C:18]2[CH:23]=[CH:22][CH:21]=[CH:20][C:19]=2[CH3:24])[C:12]=1[O:25][CH3:26])[C:6]([O:8][CH2:9][CH3:10])=[O:7])#[N:4].[CH2:27](Br)[CH2:28][CH2:29][CH2:30][CH2:31][CH2:32][CH3:33]>CN(C)C=O>[C:3]([C:5]([C:11]1[CH:16]=[CH:15][CH:14]=[C:13]([O:17][C:18]2[CH:23]=[CH:22][CH:21]=[CH:20][C:19]=2[CH3:24])[C:12]=1[O:25][CH3:26])([CH2:27][CH2:28][CH2:29][CH2:30][CH2:31][CH2:32][CH3:33])[C:6]([O:8][CH2:9][CH3:10])=[O:7])#[N:4] |f:0.1|. The reactants are C(C)(=O)O[C@H]1[C@@H](O[C@@H]([C@H]([C@@H]1OC(C)=O)OC(C)=O)COC(C)=O)N1C(SC(C1=O)=CC1=CC=CC=C1)=S (N-(2,3,4,6-Tetra-O-acetyl-β-D glucopyranosyl)-5-benzylidenerhodanine), ( 32 ), ( 86 ), N (ammonia), ( 83 ). Run in CO (methanol). Conditions: time 18 hour. Product: [C@@H]1([C@H](O)[C@@H](O)[C@H](O)[C@H](O1)CO)NC(=S)N (N-β-D-Glucopyranosylthiourea). As a reaction SMILES: C([O:4][C@@H:5]1[C@@H:10]([O:11]C(=O)C)[C@H:9]([O:15]C(=O)C)[C@@H:8]([CH2:19][O:20]C(=O)C)[O:7][C@H:6]1[N:24]1C(=O)C(=CC2C=CC=CC=2)S[C:25]1=[S:37])(=O)C.[NH3:38]>CO>[C@@H:6]1([NH:24][C:25]([NH2:38])=[S:37])[O:7][C@H:8]([CH2:19][OH:20])[C@@H:9]([OH:15])[C@H:10]([OH:11])[C@H:5]1[OH:4]. Reported procedure: N-(2,3,4,6-Tetra-O-acetyl-β-D glucopyranosyl)-5-benzylidenerhodanine(5.52 g., 0.01 mole) was added to a solution of 50 ml. of methanol saturated with ammonia at 0° in a pressure bottle. The mixture was stirred at room temperature for 18 hours with the stopper well closed. The mixture was evaporated to a syrupy material below 30° in vacuo. The residue was dissolved in the minimum amount of methanol and passed through a silica gel column(2.54×15 cm) with aid of additional methanol. One hundred ml.... Starting materials: CNC1CCCN(C2=C1C=CC=C2)C(C2=CC=C(C=C2)NC(C2=C(C=CC=C2)C)=O)=O (5-methylamino-1-[4-(2-methylbenzoylamino)benzoyl]-2,3,4,5-tetrahydro-1H-benzazepine), CO (methanol), C([O-])([O-])=O.[K+].[K+] (potassium carbonate), C(Cl)C1CO1 (epichlorohydrine). The product is CN(CC1OC1)C1CCCN(C2=C1C=CC=C2)C(C2=CC=C(C=C2)NC(C2=C(C=CC=C2)C)=O)=O (5-(N-methyl-N-oxiranylmethylamino)-1-[4-(2-methylbenzoylamino)benzoyl]-2,3,4,5-tetrahydro-1H-benzazepine), CN(CC(COC)O)C1CCCN(C2=C1C=CC=C2)C(C2=CC=C(C=C2)NC(C2=C(C=CC=C2)C)=O)=O (5-[N-methyl-N-(2-hydroxy-3-methoxypropyl)amino]-1-[4-(2-methylbenzoylamino)benzoyl]-2,3,4,5-tetrahydro-1H-benzazepine). As a reaction SMILES: [CH3:1][NH:2][CH:3]1[C:9]2[CH:10]=[CH:11][CH:12]=[CH:13][C:8]=2[N:7]([C:14](=[O:31])[C:15]2[CH:20]=[CH:19][C:18]([NH:21][C:22](=[O:30])[C:23]3[CH:28]=[CH:27][CH:26]=[CH:25][C:24]=3[CH3:29])=[CH:17][CH:16]=2)[CH2:6][CH2:5][CH2:4]1.[C:32](=[O:35])([O-])[O-].[K+].[K+].[CH2:38]([CH:40]1[O:42][CH2:41]1)Cl.[CH3:43]O>>[CH3:1][N:2]([CH:3]1[C:9]2[CH:10]=[CH:11][CH:12]=[CH:13][C:8]=2[N:7]([C:14](=[O:31])[C:15]2[CH:20]=[CH:19][C:18]([NH:21][C:22](=[O:30])[C:23]3[CH:28]=[CH:27][CH:26]=[CH:25][C:24]=3[CH3:29])=[CH:17][CH:16]=2)[CH2:6][CH2:5][CH2:4]1)[CH2:38][CH:40]1[CH2:41][O:42]1.[CH3:1][N:2]([CH:3]1[C:9]2[CH:10]=[CH:11][CH:12]=[CH:13][C:8]=2[N:7]([C:14](=[O:31])[C:15]2[CH:20]=[CH:19][C:18]([NH:21][C:22](=[O:30])[C:23]3[CH:28]=[CH:27][CH:26]=[CH:25][C:24]=3[CH3:29])=[CH:17][CH:16]=2)[CH2:6][CH2:5][CH2:4]1)[CH2:43][CH:32]([OH:35])[CH2:41][O:42][CH3:40] |f:1.2.3|. Procedure details: To a suspension of 5-methylamino-1-[4-(2-methylbenzoylamino)benzoyl]-2,3,4,5-tetrahydro-1H-benzazepine (3 g) in methanol (30 ml) are added potassium carbonate (1.5 g) and epichlorohydrine (5.7 ml), and the mixture is refluxed for 3 hours. The solvent is distilled off and to the resulting residue is added water and extracted three times with dichloromethane. The extract is washed with saturated saline solution and dried over magnesium sulfate. The resulting residue is purified by silica gel colum... The reactants are B.C1CCOC1 (BH3.THF), Cl (HCl), ClC=1C=2N(C=C(C1C#N)C1=C(C=C(C=C1)Cl)Cl)C(=CN2)N2CCOCC2 (8-chloro-6-(2,4-dichloro-phenyl)-3-morpholin-4-yl-imidazo[1,2-a]pyridine-7-carbonitrile), C[O-].[Na+] (NaOMe). Reagents/catalysts: O1CCOCC1 (dioxane). Run in O (water), CO (MeOH), CO (MeOH). Reaction conditions: time 1 hour. Product: ClC1=C(C=CC(=C1)Cl)C=1C(=C(C=2N(C1)C(=CN2)N2CCOCC2)OC)CN (C-[6-(2,4-Dichloro-phenyl)-8-methoxy-3-morpholin-4-yl-imidazo[1,2-a]pyridin-7yl]-methylamine). The yield is 10.0%. RXN SMILES: Cl[C:2]1[C:3]2[N:4]([C:18]([N:21]3[CH2:26][CH2:25][O:24][CH2:23][CH2:22]3)=[CH:19][N:20]=2)[CH:5]=[C:6]([C:10]2[CH:15]=[CH:14][C:13]([Cl:16])=[CH:12][C:11]=2[Cl:17])[C:7]=1[C:8]#[N:9].C[O-].[Na+].B.C1C[O:34][CH2:33]C1.Cl>CO.O1CCOCC1.O>[Cl:17][C:11]1[CH:12]=[C:13]([Cl:16])[CH:14]=[CH:15][C:10]=1[C:6]1[C:7]([CH2:8][NH2:9])=[C:2]([O:34][CH3:33])[C:3]2[N:4]([C:18]([N:21]3[CH2:26][CH2:25][O:24][CH2:23][CH2:22]3)=[CH:19][N:20]=2)[CH:5]=1 |f:1.2,3.4|. Reported procedure: A mixture of 8-chloro-6-(2,4-dichloro-phenyl)-3-morpholin-4-yl-imidazo[1,2-a]pyridine-7-carbonitrile (20 mg, 0.05 mmol, prepared according to Example 30, Step 16.1) and NaOMe (8.2 mg, 0.15 mmol) in MeOH (0.5 mL) was refluxed and stirred for 1 h. The reaction mixture was cooled to RT, poured into water (20 ml) and extracted with DCM (3×10 mL). The combined organic fractions were dried over Na2SO4, filtered, and evaporated. The remaining residue was dissolved in THF and a BH3.THF complex (1.0 M so... Reactants: O=C([O-])[O-], Fc1cnccc1-c1nc2cc(C(F)(F)F)ccc2o1, FC(F)(F)c1cc[nH]n1, [K+], [K+], CN(C)C=O, O. The product is FC(F)(F)c1ccc2oc(-c3ccncc3-n3ccc(C(F)(F)F)n3)nc2c1. As a reaction SMILES: [C:30](=[O:31])([O-:32])[O-:33].[F:1][c:2]1[cH:3][n:4][cH:5][cH:6][c:7]1-[c:8]1[o:9][c:10]2[c:11]([n:12]1)[cH:13][c:14]([C:17]([F:18])([F:19])[F:20])[cH:15][cH:16]2.[F:21][C:22]([c:23]1[n:24][nH:25][cH:26][cH:27]1)([F:28])[F:29].[K+:34].[K+:35].[O:36]=[CH:37][N:38]([CH3:39])[CH3:40].[OH2:41]>>[c:2]1(-[n:25]2[n:24][c:23]([C:22]([F:21])([F:28])[F:29])[cH:27][cH:26]2)[cH:3][n:4][cH:5][cH:6][c:7]1-[c:8]1[o:9][c:10]2[c:11]([n:12]1)[cH:13][c:14]([C:17]([F:18])([F:19])[F:20])[cH:15][cH:16]2. The reactants are O=C([O-])C(O)C(O)C(=O)[O-], COCCO[Al+]OCCOC, Cc1ccccc1, COC(=O)CCc1oc(-n2ccnc2C)nc1-c1ccc(Cl)c(Cl)c1, [H-], [H-], [K+], [Na+], [Na+], O, O, O, O. Product: Cc1nccn1-c1nc(-c2ccc(Cl)c(Cl)c2)c(CCCO)o1. RXN SMILES: [C:44]([CH:45]([CH:46]([C:47]([O-:48])=[O:49])[OH:50])[OH:51])([O-:52])=[O:53].[CH3:27][O:28][CH2:29][CH2:30][O:31][Al+:32][O:33][CH2:34][CH2:35][O:36][CH3:37].[CH3:56][c:57]1[cH:58][cH:59][cH:60][cH:61][cH:62]1.[Cl:1][c:2]1[cH:3][c:4](-[c:9]2[n:10][c:11](-[n:20]3[c:21]([CH3:25])[n:22][cH:23][cH:24]3)[o:12][c:13]2[CH2:14][CH2:15][C:16](=[O:17])[O:18][CH3:19])[cH:5][cH:6][c:7]1[Cl:8].[H-:26].[H-:39].[K+:55].[Na+:38].[Na+:54].[OH2:40].[OH2:41].[OH2:42].[OH2:43]>>[Cl:1][c:2]1[cH:3][c:4](-[c:9]2[n:10][c:11](-[n:20]3[c:21]([CH3:25])[n:22][cH:23][cH:24]3)[o:12][c:13]2[CH2:14][CH2:15][CH2:16][OH:17])[cH:5][cH:6][c:7]1[Cl:8].